From a dataset of the Open Reaction Database (ORD), a public repository of structured organic reaction records. describe an organic reaction: reactants, conditions, products, and yield The reactants are Cl (HCl), O[Li].O (LiOH.H2O), COC(CCCCC=1SC=C(N1)C1=C(C=CC=C1)OC)=O (5-[4-(2-methoxy-phenyl)-thiazol-2-yl]-pentanoic acid methyl ester). Run in O (water), O1CCOCC1 (dioxane). Run at time 1 hour. Yields the product COC1=C(C=CC=C1)C=1N=C(SC1)CCCCC(=O)O (5-[4-(2-methoxy-phenyl)-thiazol-2-yl]-pentanoic acid). Yield: 82.4%. RXN SMILES: O[Li].O.C[O:5][C:6](=[O:24])[CH2:7][CH2:8][CH2:9][CH2:10][C:11]1[S:12][CH:13]=[C:14]([C:16]2[CH:21]=[CH:20][CH:19]=[CH:18][C:17]=2[O:22][CH3:23])[N:15]=1.Cl>O.O1CCOCC1>[CH3:23][O:22][C:17]1[CH:18]=[CH:19][CH:20]=[CH:21][C:16]=1[C:14]1[N:15]=[C:11]([CH2:10][CH2:9][CH2:8][CH2:7][C:6]([OH:24])=[O:5])[S:12][CH:13]=1 |f:0.1|. Reported procedure: Add a solution of LiOH.H2O (2.62 g, 62.5 mmol) in water (60 mL) to a rapidly stirred solution of 5-[4-(2-methoxy-phenyl)-thiazol-2-yl]-pentanoic acid methyl ester (3.82 g, 12.5 mmol) in dioxane (120 mL), stir at room temperature. After 1 hour, acidify to pH 1 with 5N HCl solution and concentrate to remove the majority of the dioxane. Partition residue between 20% i-PrOH/CHCl3 and 1N HCl solution, separate layers. Backextract from aqueous layer with 20% i-PrOH/CHCl3 and dry combined organic layer... Reactants: O=C1CCC(=O)N1Br, Cc1ccc2ccccc2c1Br, O=C(OOC(=O)c1ccccc1)c1ccccc1, ClC(Cl)(Cl)Cl. Yields the product BrCc1ccc2ccccc2c1Br. RXN SMILES: [Br:13][N:14]1[C:15](=[O:16])[CH2:17][CH2:18][C:19]1=[O:20].[Br:1][c:2]1[c:3]([CH3:12])[cH:4][cH:5][c:6]2[cH:7][cH:8][cH:9][cH:10][c:11]12.[C:21]([O:22][O:23][C:24](=[O:25])[c:26]1[cH:27][cH:28][cH:29][cH:30][cH:31]1)(=[O:32])[c:33]1[cH:34][cH:35][cH:36][cH:37][cH:38]1.[C:39]([Cl:40])([Cl:41])([Cl:42])[Cl:43]>>[Br:1][c:2]1[c:3]([CH2:12][Br:13])[cH:4][cH:5][c:6]2[cH:7][cH:8][cH:9][cH:10][c:11]12.